From a dataset of the Open Reaction Database (ORD), a public repository of structured organic reaction records. describe an organic reaction: reactants, conditions, products, and yield Reactants: C=CCC1CC2(Cc3ccc(=O)[nH]c31)OCCO2, ClC(Cl)Cl, CI. Yields the product C=CCC1CC2(Cc3ccc(OC)nc31)OCCO2. RXN SMILES: [CH2:1]([CH:2]=[CH2:3])[CH:4]1[CH2:5][C:6]2([O:7][CH2:8][CH2:9][O:10]2)[CH2:11][c:12]2[cH:13][cH:14][c:15](=[O:18])[nH:16][c:17]21.[Cl:21][CH:22]([Cl:23])[Cl:24].[I:19][CH3:20]>>[CH2:1]([CH:2]=[CH2:3])[CH:4]1[CH2:5][C:6]2([O:7][CH2:8][CH2:9][O:10]2)[CH2:11][c:12]2[cH:13][cH:14][c:15]([O:18][CH3:20])[n:16][c:17]21. Starting materials: COC1=CC=C(C=C1)N1C(C2=C(C1=O)SCCS2)=O (2,3,6,7-Tetrahydro-6-(4-methoxyphenyl)-5H-1,4-dithiino[2,3-C]pyrrole-5,7-dione), [BH4-].[Na+] (sodium borohydride), ice water. Solvent: CO.O1CCCC1 (methanol tetrahydrofuran). The product is OC1N(C(C2=C1SCCS2)=O)C2=CC=C(C=C2)OC (2,3,6,7-tetrahydro-7-hydroxy-6-(4-methoxyphenyl)-5H-1,4-dithiino[2,3-C]pyrrol-5-one). The yield is 98.1%. As a reaction SMILES: [CH3:1][O:2][C:3]1[CH:8]=[CH:7][C:6]([N:9]2[C:13](=[O:14])[C:12]3[S:15][CH2:16][CH2:17][S:18][C:11]=3[C:10]2=[O:19])=[CH:5][CH:4]=1.[BH4-].[Na+]>CO.O1CCCC1>[OH:14][CH:13]1[C:12]2[S:15][CH2:16][CH2:17][S:18][C:11]=2[C:10](=[O:19])[N:9]1[C:6]1[CH:5]=[CH:4][C:3]([O:2][CH3:1])=[CH:8][CH:7]=1 |f:1.2,3.4|. Procedure: 2,3,6,7-Tetrahydro-6-(4-methoxyphenyl)-5H-1,4-dithiino[2,3-C]pyrrole-5,7-dione (8.50 g) was suspended in methanol-tetrahydrofuran (1:1, 80 ml) and, under ice-cooling and stirring, sodium borohydride (0.88 g) was added. The mixture was stirred for about 3 hours and then poured into ice water. After extraction with ethyl acetate, the extract was washed with water, dried (over Na2SO4) and evaporated to give 2,3,6,7-tetrahydro-7-hydroxy-6-(4-methoxyphenyl)-5H-1,4-dithiino[2,3-C]pyrrol-5-one (8.40 g)... The reactants are Cl.CS(=C(O)O)SCCN (methyl-2-aminoethylsulfenylthiocarbonate HCl), C(C)(=O)N[C@@]1([C@H](S)O[C@@H]([C@H]([C@@H]1OC(C)=O)OC(C)=O)COC(C)=O)O (2-acetamido-3,4,6-tri-O-acetyl-1-thio-β-D-glucose). Solvent: CO (methanol), CO (methanol). Product: Cl (HCl), CC(=O)CC(=O)CC(=O)O (triacetate). RXN SMILES: [ClH:1].CS(SCCN)=[C:4]([OH:6])[OH:5].C(N[C@@:15]1(O)[C@@H:21]([O:22]C(=O)C)[C@H:20](OC(=O)C)[C@@H:19]([CH2:30]OC(=O)C)[O:18][C@H]1S)(=O)C>CO>[ClH:1].[CH3:30][C:19]([CH2:20][C:21]([CH2:15][C:4]([OH:5])=[O:6])=[O:22])=[O:18] |f:0.1|. Reported procedure: HCl was prepared as follows. To a stirred solution of methyl-2-aminoethylsulfenylthiocarbonate HCl (447 mg, 2.196 mmol) in methanol (5 ml) was added 2-acetamido-3,4,6-tri-O-acetyl-1-thio-β-D-glucose (798 mg, 2.196 mmol) in methanol (10 ml). After stirring at room temperature over night, the mixture was evaporated to dryness yielding the triacetate as a white solid.